Dataset: the Open Reaction Database (ORD), a public repository of structured organic reaction records. Task: describe an organic reaction: reactants, conditions, products, and yield Product: COCc1cccc(Br)n1. RXN SMILES: [Br:1][c:2]1[cH:3][cH:4][cH:5][c:6]([CH2:8][OH:9])[n:7]1.[CH3:12][I:13].[CH3:20][CH2:21][O:22][C:23](=[O:24])[CH3:25].[H-:10].[Na+:11].[O:14]1[CH2:15][CH2:16][CH2:17][CH2:18]1.[OH2:19]>>[Br:1][c:2]1[cH:3][cH:4][cH:5][c:6]([CH2:8][O:9][CH3:12])[n:7]1. The reactants are OCc1cccc(Br)n1, CI, CCOC(C)=O, [H-], [Na+], C1CCOC1, O. Reactants: COC=1C=C2C=CC(=CC2=CC1)C(CO)=C (2-(6-methoxy-2-naphthyl)prop-2-en 1-ol). Reagents/catalysts: [Pd] (palladium on alumina). Solvent: C(C)(=O)OCC (ethyl acetate). Run at time 2.25 hour. Product: COC=1C=C2C=CC(=CC2=CC1)C(CO)C (2-(6-methoxy-2-naphthyl)propan-1-ol). Reaction SMILES: [CH3:1][O:2][C:3]1[CH:4]=[C:5]2[C:10](=[CH:11][CH:12]=1)[CH:9]=[C:8]([C:13](=[CH2:16])[CH2:14][OH:15])[CH:7]=[CH:6]2>C(OCC)(=O)C.[Pd]>[CH3:1][O:2][C:3]1[CH:4]=[C:5]2[C:10](=[CH:11][CH:12]=1)[CH:9]=[C:8]([CH:13]([CH3:16])[CH2:14][OH:15])[CH:7]=[CH:6]2. Procedure details: A solution of 50 mg of 2-(6-methoxy-2-naphthyl)prop-2-en 1-ol in 25 ml ethyl acetate was charged to a Parr bottle with 80 mg of 5% by weight palladium on alumina. The mixture enated on the Parr shaker at ambient temperature and 275 kPa for 2.25 hours then the catalyst was filtered off and the filtrate was concentrated to give 2-(6-methoxy-2-naphthyl)propan-1-ol. Starting materials: CC(N=[N+]=[N-])c1cccc(C#N)c1, Cl, O, c1ccc(P(c2ccccc2)c2ccccc2)cc1, c1ccccc1. Yields the product CC(N)c1cccc(C#N)c1. Reaction SMILES: [C:1](#[N:2])[c:3]1[cH:4][c:5]([CH:9]([CH3:10])[N:11]=[N+:12]=[N-:13])[cH:6][cH:7][cH:8]1.[ClH:34].[OH2:14].[c:15]1([P:16]([c:17]2[cH:18][cH:19][cH:20][cH:21][cH:22]2)[c:23]2[cH:24][cH:25][cH:26][cH:27][cH:28]2)[cH:29][cH:30][cH:31][cH:32][cH:33]1.[cH:35]1[cH:36][cH:37][cH:38][cH:39][cH:40]1>>[C:1](#[N:2])[c:3]1[cH:4][c:5]([CH:9]([CH3:10])[NH2:11])[cH:6][cH:7][cH:8]1.